Dataset: the Open Reaction Database (ORD), a public repository of structured organic reaction records. Task: describe an organic reaction: reactants, conditions, products, and yield Starting materials: C(C)(C)(C)OC(NC=1[C@@](OC[C@@](N1)(C)C1=C(C=CC(=C1)N)F)(C(F)(F)F)C)=O ([(2R,5R)-5-(5-amino-2-fluoro-phenyl)-2,5-dimethyl-2-trifluoromethyl-5,6-di-hydro-2H-[1,4]oxazin-3-yl]-carbamic acid tert-butyl ester), BrC=1C=CC(=NC1)C(=O)O (5-bromopyridine-2-carboxylic acid), CCN=C=NCCCN(C)C.Cl (EDC.HCl), C1=CC2=C(N=C1)N(N=N2)O (HOAt), CCN(C(C)C)C(C)C (DIPEA). Run in CN(C)C=O (DMF). Conditions: time 16 hour. Yields the product C(C)(C)(C)OC(NC=1[C@@](OC[C@@](N1)(C)C1=C(C=CC(=C1)NC(=O)C1=NC=C(C=N1)Br)F)(C(F)(F)F)C)=O (((2R,5R)-5-{5-[(5-Bromo-pyrimidine-2-carbonyl)-amino]-2-fluoro-phenyl}-2,5-di-methyl-2-trifluoromethyl-5,6-dihydro-2H-[1,4]oxazin-3-yl)-carbamic acid tert-butyl ester). RXN SMILES: [C:1]([O:5][C:6](=[O:28])[NH:7][C:8]1[C@:9]([CH3:27])([C:23]([F:26])([F:25])[F:24])[O:10][CH2:11][C@:12]([C:15]2[CH:20]=[C:19]([NH2:21])[CH:18]=[CH:17][C:16]=2[F:22])([CH3:14])[N:13]=1)([CH3:4])([CH3:3])[CH3:2].[Br:29][C:30]1[CH:31]=C[C:33]([C:36]([OH:38])=O)=[N:34][CH:35]=1.CC[N:41]=C=NCCCN(C)C.Cl.C1C=NC2N(O)N=NC=2C=1.CCN(C(C)C)C(C)C>CN(C=O)C>[C:1]([O:5][C:6](=[O:28])[NH:7][C:8]1[C@:9]([CH3:27])([C:23]([F:26])([F:25])[F:24])[O:10][CH2:11][C@:12]([C:15]2[CH:20]=[C:19]([NH:21][C:36]([C:33]3[N:34]=[CH:35][C:30]([Br:29])=[CH:31][N:41]=3)=[O:38])[CH:18]=[CH:17][C:16]=2[F:22])([CH3:14])[N:13]=1)([CH3:2])([CH3:3])[CH3:4] |f:2.3|. Reported procedure: To a solution of [(2R,5R)-5-(5-amino-2-fluoro-phenyl)-2,5-dimethyl-2-trifluoromethyl-5,6-di-hydro-2H-[1,4]oxazin-3-yl]-carbamic acid tert-butyl ester (76 mg, 0.187 mmol) in DMF (2 ml) was added 5-bromopyridine-2-carboxylic acid (47 mg, 0.225 mmol), EDC.HCl (48 mg, 0.244 mmol), HOAt (29 mg, 0.206 mmol) and DIPEA (0.08 ml, 0.469 mmol) and the reaction mixture was kept at 25° C. for 16 h. The mixture was concentrated, the residue dissolved in EtOAc and washed with saturated NaHCO3 solution and brin... Reactants: CC(C)(C)[Si](C)(C)OCCc1cc(C=O)cs1, CC(=O)O[BH-](OC(C)=O)OC(C)=O, O=C([O-])O, CN1CCCC1=O, CC(=O)O, CC(C)c1nc(C(=O)N2CCOC3(CCNCC3)C2)cs1, O=C(O)C(F)(F)F, [Na+], [Na+], O. The product is CC(C)c1nc(C(=O)N2CCOC3(CCN(Cc4csc(CCO[Si](C)(C)C(C)(C)C)c4)CC3)C2)cs1. As a reaction SMILES: [C:1]([CH3:2])([CH3:3])([CH3:4])[Si:5]([O:6][CH2:7][CH2:8][c:9]1[cH:10][c:11]([CH:14]=[O:15])[cH:12][s:13]1)([CH3:16])[CH3:17].[C:46]([O:47][BH-:48]([O:49][C:50](=[O:51])[CH3:52])[O:53][C:54](=[O:55])[CH3:56])(=[O:57])[CH3:58].[C:60](=[O:61])([OH:62])[O-:63].[CH3:65][N:66]1[CH2:67][CH2:68][CH2:69][C:70]1=[O:71].[CH3:72][C:73](=[O:74])[OH:75].[CH:25]([CH3:26])([CH3:27])[c:28]1[s:29][cH:30][c:31]([C:33](=[O:34])[N:35]2[CH2:36][CH2:37][O:38][C:39]3([CH2:40]2)[CH2:41][CH2:42][NH:43][CH2:44][CH2:45]3)[n:32]1.[F:18][C:19]([F:20])([F:21])[C:22]([OH:23])=[O:24].[Na+:59].[Na+:64].[OH2:76]>>[C:1]([CH3:2])([CH3:3])([CH3:4])[Si:5]([O:6][CH2:7][CH2:8][c:9]1[cH:10][c:11]([CH2:14][N:43]2[CH2:42][CH2:41][C:39]3([O:38][CH2:37][CH2:36][N:35]([C:33]([c:31]4[cH:30][s:29][c:28]([CH:25]([CH3:26])[CH3:27])[n:32]4)=[O:34])[CH2:40]3)[CH2:45][CH2:44]2)[cH:12][s:13]1)([CH3:16])[CH3:17].